From a dataset of the Open Reaction Database (ORD), a public repository of structured organic reaction records. describe an organic reaction: reactants, conditions, products, and yield Starting materials: C([O-])([O-])=O.[K+].[K+] (potassium carbonate), C1(CCCCC1)N1C[C@H]([C@@H](C1)NC)O (trans-1-cyclohexyl-4-methylamino-3-pyrrolidinol), C(C1=CC=CC=C1)(=O)Cl (benzoyl chloride). The solvent is C(Cl)Cl (methylene chloride), C(Cl)Cl (methylene chloride). Yields the product Cl.C1(CCCCC1)N1C[C@H]([C@@H](C1)O)N(C(C1=CC=CC=C1)=O)C (Trans-N-(1-cyclohexyl-4-hydroxy-3-pyrrolidinyl)-N-methylbenzamide Hydrochloride). Reaction SMILES: [CH:1]1([N:7]2[CH2:11][C@@H:10]([NH:12][CH3:13])[C@H:9]([OH:14])[CH2:8]2)[CH2:6][CH2:5][CH2:4][CH2:3][CH2:2]1.C(=O)([O-])[O-].[K+].[K+].[C:21]([Cl:29])(=[O:28])[C:22]1[CH:27]=[CH:26][CH:25]=[CH:24][CH:23]=1>C(Cl)Cl>[ClH:29].[CH:1]1([N:7]2[CH2:8][C@@H:9]([OH:14])[C@H:10]([N:12]([CH3:13])[C:21](=[O:28])[C:22]3[CH:27]=[CH:26][CH:25]=[CH:24][CH:23]=3)[CH2:11]2)[CH2:2][CH2:3][CH2:4][CH2:5][CH2:6]1 |f:1.2.3,6.7|. Procedure details: A solution of trans-1-cyclohexyl-4-methylamino-3-pyrrolidinol (19.8 g) in 200 ml of methylene chloride was cooled to 5° C. and 20 g of powdered, anhydrous potassium carbonate was added. The mixture was stirred and cooled while 14.1 g of benzoyl chloride in 100 ml of methylene chloride was added dropwise. The mixture was allowed to come to room temperature and stirred for 24 hr., then heated at reflux for 5 hrs. The mixture was cooled and extracted with water. The methylene chloride was evaporate... Reactants: ClC=1N=C2C(=NC1)SC(=C2N=C=O)C(=O)OCC (ethyl 2-chloro-7-isocyanatothieno[2,3-b]pyrazine-6-carboxylate), COC1=CC=CC2=C1N1C(CO2)CN(CC1)CCN (2-(10-methoxy-1,2,4a,5-tetrahydropyrazino[2,1-c][1,4]benzoxazin-3(4H)-yl)ethylamine). The product is Cl.Cl.COC1=CC=CC2=C1N1C(CO2)CN(CC1)CCN1C(NC2=C(C1=O)SC1=C2N=C(C=N1)Cl)=O ((+) 3-[2-(10-methoxy-1,2,4a,5-tetrahydropyrazino[2.1-c][1,4]benzoxazin-3(4H)-yl)ethyl]-8-chloropyrazino[2′,3′:4,5]thieno[3,2-d]pyrimidine-2,4(1H, 3H)-dione dihydrochloride). RXN SMILES: [Cl:1][C:2]1[N:3]=[C:4]2[C:10]([N:11]=[C:12]=[O:13])=[C:9]([C:14]([O:16]CC)=O)[S:8][C:5]2=[N:6][CH:7]=1.[CH3:19][O:20][C:21]1[C:26]2[N:27]3[CH2:34][CH2:33][N:32]([CH2:35][CH2:36][NH2:37])[CH2:31][CH:28]3[CH2:29][O:30][C:25]=2[CH:24]=[CH:23][CH:22]=1>>[ClH:1].[ClH:1].[CH3:19][O:20][C:21]1[C:26]2[N:27]3[CH2:34][CH2:33][N:32]([CH2:35][CH2:36][N:37]4[C:14](=[O:16])[C:9]5[S:8][C:5]6[N:6]=[CH:7][C:2]([Cl:1])=[N:3][C:4]=6[C:10]=5[NH:11][C:12]4=[O:13])[CH2:31][CH:28]3[CH2:29][O:30][C:25]=2[CH:24]=[CH:23][CH:22]=1 |f:2.3.4|. Reported procedure: The product from Example 8D and the product from Example 8E were processed as described in Example 1L to provide the title compound. mp 280-283° C.; [α]23D+19.30° (c 1.03, DMSO); 1H NMR (300 MHz, DMSO-d6) δ2.95-3.80 (m, 7H), 3.80 (s, 3H), 3.86-4.75(m, 6H), 6.44-6.95 (m, 3H), 9.03 (s, 1H), 10.80 (bs, 1H), 13.03 (s, 1H); MS (DCI/NH3) m/e 501 (M+H)+; Anal. calcd for C22H21N6O4SCl.2.2 HCl: C, 45.47; H, 4.02; N, 14.46. Found: C, 45.44; H, 3.81; N, 14.34. The reactants are O=C(NC1C(=O)NC1C=Cc1ccccc1)OCc1ccccc1, CO, ClCCl. Yields the product O=C(NC1C(=O)NC1CO)OCc1ccccc1. RXN SMILES: [CH2:1]([c:2]1[cH:3][cH:4][cH:5][cH:6][cH:7]1)[O:8][C:9](=[O:10])[NH:11][CH:12]1[C:13](=[O:24])[NH:14][CH:15]1[CH:16]=[CH:17][c:18]1[cH:19][cH:20][cH:21][cH:22][cH:23]1.[CH3:25][OH:26].[Cl:27][CH2:28][Cl:29]>>[CH2:1]([c:2]1[cH:3][cH:4][cH:5][cH:6][cH:7]1)[O:8][C:9](=[O:10])[NH:11][CH:12]1[C:13](=[O:24])[NH:14][CH:15]1[CH2:16][OH:26].